The task is: describe an organic reaction: reactants, conditions, products, and yield. This data is from the Open Reaction Database (ORD), a public repository of structured organic reaction records. Starting materials: ClC=1C=C(C=C(C1)Cl)[C@@H]1[C@@H](N(C(O1)=O)CC1=C(C=CC(=C1)C(F)(F)F)I)C ((4S,5R)-5-(3,5-dichlorophenyl)-3-[2-iodo-5-(trifluoromethyl)benzyl]-4-methyl-1,3-oxazolidin-2-one), COC1=C(C=C(C=C1)C1=C(C=C(C=C1)C(=O)OC)C)B1OC(C(O1)(C)C)(C)C (methyl 4′-methoxy-2-methyl-3′-(4,4,5,5-tetramethyl-1,3,2-dioxaborolan-2-yl)biphenyl-4-carboxylate), C([O-])([O-])=O.[Na+].[Na+] (sodium carbonate). Reagents/catalysts: ClCCl.[Pd](Cl)Cl.C1(=CC=CC=C1)P([C-]1C=CC=C1)C1=CC=CC=C1.[C-]1(C=CC=C1)P(C1=CC=CC=C1)C1=CC=CC=C1.[Fe+2] (1,1′-bis(diphenylphosphino)ferrocene-palladium dichloride dichloromethane). Run in O1CCOCC1 (1,4-dioxane). Run at time 15 minute. Product: ClC=1C=C(C=C(C1)Cl)[C@@H]1[C@@H](N(C(O1)=O)CC1=C(C=CC(=C1)C(F)(F)F)C=1C=C(C=CC1OC)C1=C(C=C(C=C1)C(=O)OC)C)C (methyl 2″-{[(4S,5R)-5-(3,5-dichlorophenyl)-4-methyl-2-oxo-1,3-oxazolidin-3-yl]methyl}-4′-methoxy-2-methyl-4″-(trifluoromethyl)-1,1′:3′,1″-terphenyl-4-carboxylate). RXN SMILES: [Cl:1][C:2]1[CH:3]=[C:4]([C@H:9]2[O:13][C:12](=[O:14])[N:11]([CH2:15][C:16]3[CH:21]=[C:20]([C:22]([F:25])([F:24])[F:23])[CH:19]=[CH:18][C:17]=3I)[C@H:10]2[CH3:27])[CH:5]=[C:6]([Cl:8])[CH:7]=1.[CH3:28][O:29][C:30]1[CH:35]=[CH:34][C:33]([C:36]2[CH:41]=[CH:40][C:39]([C:42]([O:44][CH3:45])=[O:43])=[CH:38][C:37]=2[CH3:46])=[CH:32][C:31]=1B1OC(C)(C)C(C)(C)O1.C(=O)([O-])[O-].[Na+].[Na+]>ClCCl.[Pd](Cl)Cl.C1(P(C2C=CC=CC=2)[C-]2C=CC=C2)C=CC=CC=1.[C-]1(P(C2C=CC=CC=2)C2C=CC=CC=2)C=CC=C1.[Fe+2].O1CCOCC1>[Cl:1][C:2]1[CH:3]=[C:4]([C@H:9]2[O:13][C:12](=[O:14])[N:11]([CH2:15][C:16]3[CH:21]=[C:20]([C:22]([F:25])([F:24])[F:23])[CH:19]=[CH:18][C:17]=3[C:31]3[CH:32]=[C:33]([C:36]4[CH:41]=[CH:40][C:39]([C:42]([O:44][CH3:45])=[O:43])=[CH:38][C:37]=4[CH3:46])[CH:34]=[CH:35][C:30]=3[O:29][CH3:28])[C@H:10]2[CH3:27])[CH:5]=[C:6]([Cl:8])[CH:7]=1 |f:2.3.4,5.6.7.8.9|. Procedure: ((4S,5R)-5-(3,5-dichlorophenyl)-3-[2-iodo-5-(trifluoromethyl)benzyl]-4-methyl-1,3-oxazolidin-2-one (100 mg, 0.1886 mmol), methyl 4′-methoxy-2-methyl-3′-(4,4,5,5-tetramethyl-1,3,2-dioxaborolan-2-yl)biphenyl-4-carboxylate (108 mg, 0.283 mmol), 1,1′-bis(diphenylphosphino)ferrocene-palladium dichloride dichloromethane adduct (46 mg, 0.056 mmol), aqueous sodium carbonate (190 μL, 2M, 0.380 mmol) and 1,4-dioxane (2 mL) were placed in a sealed tube and subjected to microwave irradiation at 130° C. for ... Reactants: FC(C=1C=C(C=C(C1)C(F)(F)F)C1=C2C=C(CC2=CC=C1)C)(F)F (4-[3′,5′-bis(trifluoromethyl)phenyl]-2-methylindene), [Li]CCCC (n-BuLi). Run in CCCCC (pentane). Reaction conditions: time 4 hour. Yields the product FC(C=1C=C(C=C(C1)C(F)(F)F)C1=C2C=C([CH-]C2=CC=C1)C)(F)F.[Li+] (lithium 4-[3′,5′-bis(trifluoromethyl)phenyl]-2-methylindenide). Reaction SMILES: [F:1][C:2]([F:24])([F:23])[C:3]1[CH:4]=[C:5]([C:13]2[CH:21]=[CH:20][CH:19]=[C:18]3[C:14]=2[CH:15]=[C:16]([CH3:22])[CH2:17]3)[CH:6]=[C:7]([C:9]([F:12])([F:11])[F:10])[CH:8]=1.[Li:25]CCCC>CCCCC>[F:1][C:2]([F:23])([F:24])[C:3]1[CH:4]=[C:5]([C:13]2[CH:21]=[CH:20][CH:19]=[C:18]3[C:14]=2[CH:15]=[C:16]([CH3:22])[CH-:17]3)[CH:6]=[C:7]([C:9]([F:11])([F:12])[F:10])[CH:8]=1.[Li+:25] |f:3.4|. Procedure: 4-[3′,5′-bis(trifluoromethyl)phenyl]-2-methylindene (2.2 g, 6.5 mmol) was dissolved in 50 mL of pentane. To this solution was added 2.6 mL of n-BuLi (2.5M in hexane) and the reaction was allowed to stir 4 hours at room temperature. A yellow-white solid precipitated from solution and was collected by frit filtration and washed with additional pentane. Yield was 1.6 g (73%). Starting materials: O=Cc1cncc(Br)c1, N#Cc1ccc(B(O)O)cc1, [Na+], [Na+], O=C([O-])[O-], CN(C)C=O. Product: N#Cc1ccc(-c2cncc(C=O)c2)cc1. As a reaction SMILES: [Br:12][c:13]1[cH:14][n:15][cH:16][c:17]([CH:18]=[O:19])[cH:20]1.[C:1](#[N:2])[c:3]1[cH:4][cH:5][c:6]([B:9]([OH:10])[OH:11])[cH:7][cH:8]1.[Na+:21].[Na+:22].[O-:23][C:24](=[O:25])[O-:26].[O:27]=[CH:28][N:29]([CH3:30])[CH3:31]>>[C:1](#[N:2])[c:3]1[cH:4][cH:5][c:6](-[c:13]2[cH:14][n:15][cH:16][c:17]([CH:18]=[O:19])[cH:20]2)[cH:7][cH:8]1. Starting materials: N1CCC2(CC1)CSC1=C(O2)C2=CC=CC=C2C(C1=O)=O (spiro[naphtho[1,2-b][1,4]oxathiine-2,4′-piperidine]-5,6-dione), CN1C=NC(=C1)S(=O)(=O)Cl (1-methyl-1H-imidazole-4-sulfonyl chloride). The product is CN1C=NC(=C1)S(=O)(=O)N1CCC2(CC1)CSC1=C(O2)C2=CC=CC=C2C(C1=O)=O (1′-[(1-methyl-1H-imidazol-4-yl)sulfonyl]spiro[naphtho[1,2-b][1,4]oxathiine-2,4′-piperidine]-5,6-dione). Reaction SMILES: [NH:1]1[CH2:6][CH2:5][C:4]2([O:11][C:10]3[C:12]4[C:17]([C:18](=[O:21])[C:19](=[O:20])[C:9]=3[S:8][CH2:7]2)=[CH:16][CH:15]=[CH:14][CH:13]=4)[CH2:3][CH2:2]1.[CH3:22][N:23]1[CH:27]=[C:26]([S:28](Cl)(=[O:30])=[O:29])[N:25]=[CH:24]1>>[CH3:22][N:23]1[CH:27]=[C:26]([S:28]([N:1]2[CH2:2][CH2:3][C:4]3([O:11][C:10]4[C:12]5[C:17]([C:18](=[O:21])[C:19](=[O:20])[C:9]=4[S:8][CH2:7]3)=[CH:16][CH:15]=[CH:14][CH:13]=5)[CH2:5][CH2:6]2)(=[O:30])=[O:29])[N:25]=[CH:24]1. Procedure: Compound 79 was synthesized using spiro[naphtho[1,2-b][1,4]oxathiine-2,4′-piperidine]-5,6-dione, 1-methyl-1H-imidazole-4-sulfonyl chloride and conditions outlined in procedure P. M.p.=256-257° C.; 400 MHz 1H NMR (CDCl3) δ: 8.06-8.03 (m, 1H), 7.64-7.56 (m, 2H), 7.53-7.45 (m, 3H), 3.84-3.78 (m, 5H), 3.30-3.22 (m, 2H), 2.93 (s, 2H), 2.22-2.13 (m, 2H), 2.0-1.90 (m, 2H); LCMS: 446 [M+H]. The reactants are C(C=C)OC(=O)N1[C@@H](C[C@H](C1)O[Si](C)(C)C(C)(C)C)CN1C(CN(CC1)C=O)=O ((2S,4R)-1-allyloxycarbonyl-4-(t-butyldimethylsilyloxy)-2-(4-formyl-2-oxopiperazin-1-yl) methylpyrrolidine), n-tetrabutylammonium fluoride, O (Water). The solvent is O1CCCC1 (tetrahydrofuran). Yields the product C(C=C)OC(=O)N1[C@@H](C[C@H](C1)O)CN1C(CN(CC1)C=O)=O ((2S,4R)-1-allyloxycarbonyl-2-(4-formyl-2-oxo-piperazin-1-yl) methyl-4-hydroxypyrrolidine). Isolated yield 132.5%. Reaction SMILES: [CH2:1]([O:4][C:5]([N:7]1[CH2:11][C@H:10]([O:12][Si](C(C)(C)C)(C)C)[CH2:9][C@H:8]1[CH2:20][N:21]1[CH2:26][CH2:25][N:24]([CH:27]=[O:28])[CH2:23][C:22]1=[O:29])=[O:6])[CH:2]=[CH2:3].O>O1CCCC1>[CH2:1]([O:4][C:5]([N:7]1[CH2:11][C@H:10]([OH:12])[CH2:9][C@H:8]1[CH2:20][N:21]1[CH2:26][CH2:25][N:24]([CH:27]=[O:28])[CH2:23][C:22]1=[O:29])=[O:6])[CH:2]=[CH2:3]. Procedure details: To a solution of (2S,4R)-1-allyloxycarbonyl-4-(t-butyldimethylsilyloxy)-2-(4-formyl-2-oxopiperazin-1-yl) methylpyrrolidine (11.74 g) in tetrahydrofuran (100 ml) was added n-tetrabutylammonium fluoride under ice cooing with stirring, and the mixture was stirred at the same temperature for 1 hour. Water was added to the mixture, and the mixture was evaporated in vacuo. Ethanol was added to the residue, and the mixture was stirred at 60° C. for 20 minutes. The mixture was filtered, and the filtrate...